Dataset: the Open Reaction Database (ORD), a public repository of structured organic reaction records. Task: describe an organic reaction: reactants, conditions, products, and yield The reactants are ClC1=C(C=CC=2NC(=NC21)C)OC2=CC(=NC=N2)N2CCC(CC2)N2C(NC1=C(CC2)C=C(C=C1)OC)=O (3-(1-(6-(4-chloro-2-methyl-1H-benzo[d]imidazol-5-yloxy)pyrimidin-4-yl)piperidin-4-yl)-7-methoxy-4,5-dihydro-1H-benzo[d][1,3]diazepin-2(3H)-one), TEA, [H][H] (hydrogen), [H][H] (hydrogen), [H][H] (hydrogen). The reagents and catalysts are [Pd] (Pd/C). The solvent is CO (methanol). The product is COC1=CC2=C(NC(N(CC2)C2CCN(CC2)C2=NC=NC(=C2)OC2=CC3=C(NC(=N3)C)C=C2)=O)C=C1 (7-methoxy-3-(1-(6-(2-methyl-1H-benzo[d]imidazol-5-yloxy)pyrimidin-4-yl)piperidin-4-yl)-4,5-dihydro-1H-benzo[d][1,3]diazepin-2(3H)-one). Reaction SMILES: Cl[C:2]1[C:10]2[N:9]=[C:8]([CH3:11])[NH:7][C:6]=2[CH:5]=[CH:4][C:3]=1[O:12][C:13]1[N:18]=[CH:17][N:16]=[C:15]([N:19]2[CH2:24][CH2:23][CH:22]([N:25]3[CH2:31][CH2:30][C:29]4[CH:32]=[C:33]([O:36][CH3:37])[CH:34]=[CH:35][C:28]=4[NH:27][C:26]3=[O:38])[CH2:21][CH2:20]2)[CH:14]=1.[H][H]>CO.[Pd]>[CH3:37][O:36][C:33]1[CH:34]=[CH:35][C:28]2[NH:27][C:26](=[O:38])[N:25]([CH:22]3[CH2:23][CH2:24][N:19]([C:15]4[CH:14]=[C:13]([O:12][C:3]5[CH:4]=[CH:5][C:6]6[NH:7][C:8]([CH3:11])=[N:9][C:10]=6[CH:2]=5)[N:18]=[CH:17][N:16]=4)[CH2:20][CH2:21]3)[CH2:31][CH2:30][C:29]=2[CH:32]=1. Procedure: 90 mg (0.17 mmol) 3-(1-(6-(4-chloro-2-methyl-1H-benzo[d]imidazol-5-yloxy)pyrimidin-4-yl)piperidin-4-yl)-7-methoxy-4,5-dihydro-1H-benzo[d][1,3]diazepin-2(3H)-one and 0.10 mL (0.71 mmol) TEA were placed in 10 mL methanol and hydrogenated under hydrogen atmosphere and with the addition of 10 mg Pd/C (10%) at 50° C. and a hydrogen pressure of 3 bar until the uptake of hydrogen had ended. The catalyst was filtered off and the filtrate was evaporated down i.vac. The residue was purified by preparative...